From a dataset of the Open Reaction Database (ORD), a public repository of structured organic reaction records. describe an organic reaction: reactants, conditions, products, and yield The reactants are BrC1=C(C(=CC=C1)Br)O (2,6-dibromophenol), Cu2O, CC(CC#C)C (4-methylpentyne). Solvent: N1=CC=CC=C1 (pyridine). Yields the product BrC1=CC=CC=2C=C(OC21)CC(C)C (7-bromo-2-isobutylbenzofuran). As a reaction SMILES: Br[C:2]1[CH:7]=[CH:6][CH:5]=[C:4]([Br:8])[C:3]=1[OH:9].[CH3:10][CH:11]([CH3:15])[CH2:12][C:13]#[CH:14]>N1C=CC=CC=1>[Br:8][C:4]1[C:3]2[O:9][C:13]([CH2:12][CH:11]([CH3:15])[CH3:10])=[CH:14][C:2]=2[CH:7]=[CH:6][CH:5]=1. Procedure: A stirred mixture of 2,6-dibromophenol (946 mg, 3.76 mmol), Cu2O (322 mg, 2.25 mmol), 4-methylpentyne (0.5 mL, 3.9 mmol) and pyridine (5 mL) was heated at vigorous reflux for 0.5 h. The mixture was concentrated under reduced pressure to remove pyridine, diluted with ether (100 mL), washed with water (50 mL), 5% aq HCl (2×50 mL) and 1M aq NaOH (50 mL) and dried over MgSO4. Removal of the solvent left an oil (650 mg) containing 7-bromo-2-isobutylbenzofuran (˜70% pure). The reactants are C(C)OC(CC1=CC(=C(C=C1)F)C#N)=O ((3-cyano-4-fluoro-phenyl)-acetic acid ethyl ester), C(C)(=O)NO (acetohydroxamic acid), C([O-])([O-])=O.[K+].[K+] (potassium carbonate), CN(C)C=O (DMF). The solvent is O (water), O (water). Reaction conditions: time 12 hour. Yields the product C(C)OC(CC=1C=CC2=C(C(=NO2)N)C1)=O ((3-Amino-benzo[d]isoxazol-5-yl)-acetic acid ethyl ester). The yield is 59.0%. RXN SMILES: [CH2:1]([O:3][C:4](=[O:15])[CH2:5][C:6]1[CH:11]=C[C:9](F)=[C:8](C#N)[CH:7]=1)[CH3:2].[C:16]([NH:19][OH:20])(=O)[CH3:17].C(=O)([O-])[O-].[K+].[K+].C[N:28](C=O)C>O>[CH2:1]([O:3][C:4](=[O:15])[CH2:5][C:6]1[CH:7]=[CH:8][C:9]2[O:20][N:19]=[C:16]([NH2:28])[C:17]=2[CH:11]=1)[CH3:2] |f:2.3.4|. Procedure details: To a solution of (3-cyano-4-fluoro-phenyl)-acetic acid ethyl ester (Preparation 127, 400 mg, 1.93 mmol) and acetohydroxamic acid (362 mg, 4.83 mmol) in DMF (40 mL) and water (15 mL) was added potassium carbonate (1.6 g, 11.58 mmol) and the reaction mixture stirred at room temperature for 12 hours. The reaction mixture was diluted with water (100 mL) and the resulting white precipitate and collected by filtration. The crude material was purified by silica gel column chromatography eluting with a ... Reactants: C(C)(=O)C1=CC=C(C=C1)CCCCCCO (6-(4-acetylphenyl)hexanol), S(C)(=O)(=O)[O-] (mesylate), C(C)OC(CCC1=C(C=CC(=C1)C(C1=CC(=CC=C1)C(=O)OCC)=O)O)=O (5-[3-(ethoxycarbonyl)benzoyl]-2-hydroxybenzenepropanoic acid ethyl ester). The product is C(C)OC(CCC1=C(C=CC(=C1)C(C1=CC(=CC=C1)C(=O)OCC)=O)OCCCCCCC1=CC=C(C=C1)C(C)=O)=O (2-{[6-(4-Acetylphenyl)hexyl]oxy}-5-[3(ethoxycarbonyl)benzoyl]benzenepropanoic acid ethyl ester). The yield is 80.3%. RXN SMILES: [C:1]([C:4]1[CH:9]=[CH:8][C:7]([CH2:10][CH2:11][CH2:12][CH2:13][CH2:14][CH2:15][OH:16])=[CH:6][CH:5]=1)(=[O:3])[CH3:2].S([O-])(=O)(=O)C.[CH2:22]([O:24][C:25](=[O:48])[CH2:26][CH2:27][C:28]1[CH:33]=[C:32]([C:34](=[O:46])[C:35]2[CH:40]=[CH:39][CH:38]=[C:37]([C:41]([O:43][CH2:44][CH3:45])=[O:42])[CH:36]=2)[CH:31]=[CH:30][C:29]=1O)[CH3:23]>>[CH2:22]([O:24][C:25](=[O:48])[CH2:26][CH2:27][C:28]1[CH:33]=[C:32]([C:34](=[O:46])[C:35]2[CH:40]=[CH:39][CH:38]=[C:37]([C:41]([O:43][CH2:44][CH3:45])=[O:42])[CH:36]=2)[CH:31]=[CH:30][C:29]=1[O:16][CH2:15][CH2:14][CH2:13][CH2:12][CH2:11][CH2:10][C:7]1[CH:8]=[CH:9][C:4]([C:1](=[O:3])[CH3:2])=[CH:5][CH:6]=1)[CH3:23]. Procedure details: In a manner analogous to Example 92B, 2.85 g of 6-(4-acetylphenyl)hexanol were converted into its mesylate and reacted with 1.78 g of 5-[3-(ethoxycarbonyl)benzoyl]-2-hydroxybenzenepropanoic acid ethyl ester to provide 2.21 g of the desired title product as a pale yellow oil. Starting materials: O=C1CCc2ccccc21, [K+], O=[N+]([O-])[O-], O=S(=O)(O)O. The product is O=C1CCc2c1cccc2[N+](=O)[O-]. As a reaction SMILES: [C:1]1(=[O:10])[CH2:2][CH2:3][c:4]2[cH:5][cH:6][cH:7][cH:8][c:9]21.[K+:15].[N+:11](=[O:12])([O-:13])[O-:14].[S:16](=[O:17])(=[O:18])([OH:19])[OH:20]>>[C:1]1(=[O:10])[CH2:2][CH2:3][c:4]2[c:5]([N+:11](=[O:12])[O-:13])[cH:6][cH:7][cH:8][c:9]21. Reactants: BrC1=CC(=CS1)C(C)(C)N (2-(5-bromothiophen-3-yl)propan-2-amine), C(OC1=CC=C(C=C1)[N+](=O)[O-])(OC1CN2CCC1CC2)=O (4-nitrophenyl quinuclidin-3-yl carbonate). The reagents and catalysts are CN(C1=CC=NC=C1)C (4-(dimethylamino)pyridine). Run in C1CCOC1 (THF). The product is N12CC(C(CC1)CC2)OC(NC2(CC2)C2=CSC(=C2)Br)=O (quinuclidin-3-yl(1-(5-bromothiophen-3-yl)cyclopropyl)carbamate). Yield: 49.5%. Reaction SMILES: [Br:1][C:2]1[S:6][CH:5]=[C:4]([C:7]([NH2:10])([CH3:9])[CH3:8])[CH:3]=1.[C:11](=O)([O:22][CH:23]1[CH:28]2[CH2:29][CH2:30][N:25]([CH2:26][CH2:27]2)[CH2:24]1)[O:12]C1C=CC([N+]([O-])=O)=CC=1>C1COCC1.CN(C)C1C=CN=CC=1>[N:25]12[CH2:30][CH2:29][CH:28]([CH2:27][CH2:26]1)[CH:23]([O:22][C:11](=[O:12])[NH:10][C:7]1([C:4]3[CH:3]=[C:2]([Br:1])[S:6][CH:5]=3)[CH2:9][CH2:8]1)[CH2:24]2. Procedure details: To a stirred solution of 2-(5-bromothiophen-3-yl)propan-2-amine (0.366 g, 1.66 mmol) in THF (10 mL) was added 4-nitrophenyl quinuclidin-3-yl carbonate (0.571 g, 1.95 mmol) and a few granules of 4-(dimethylamino)pyridine. The mixture was refluxed overnight, concentrated and partitioned between ethyl acetate (50 mL) and aqueous NaHCO3 (50 mL). The organic layer was washed again with aqueous NaHCO3 (1×50 mL), dried (Na2SO4) and concentrated. The resulting dirty yellow gum was purified by flash chro... Starting materials: N12CCCCCC2=NCCC1 (1,8diazabicyclo[5.4.0]undec-7-ene), C(C)N1C=C(C(C2=CC(=C(C=C12)F)F)=O)C(=O)O (1-ethyl-6,7-difluoro-1,4-dihydro-4-oxo-3-quinolinecarboxylic acid), 2-methyl-2,7-diaspiro[4.4]nonane dihydrochloride, C(C)#N (acetonitrile). The product is C(C)N1C=C(C(C2=CC(=C(C=C12)N1CC2(CC1)CN(CC2)C)F)=O)C(=O)O (1-Ethyl-6-fluoro-1,4-dihydro-7-(7-methyl-2,7-diazaspiro[4.4]-non-2-yl)-4-oxo-3-quinolinecarboxylic acid). RXN SMILES: [N:1]12[CH2:11][CH2:10][CH2:9][N:8]=[C:7]1[CH2:6]CC[CH2:3][CH2:2]2.[CH2:12]([N:14]1[C:23]2[C:18](=[CH:19][C:20]([F:25])=[C:21](F)[CH:22]=2)[C:17](=[O:26])[C:16]([C:27]([OH:29])=[O:28])=[CH:15]1)[CH3:13].[C:30](#N)C>>[CH2:12]([N:14]1[C:23]2[C:18](=[CH:19][C:20]([F:25])=[C:21]([N:8]3[CH2:7][CH2:6][C:10]4([CH2:3][CH2:2][N:1]([CH3:30])[CH2:11]4)[CH2:9]3)[CH:22]=2)[C:17](=[O:26])[C:16]([C:27]([OH:29])=[O:28])=[CH:15]1)[CH3:13]. Procedure: A suspension of 0.65 g (3.05 mmol) 2-methyl-2,7-diaspiro[4.4]nonane dihydrochloride in 40 ml acetonitrile was treated with 1.33 g (9.0 mmol) 1,8diazabicyclo[5.4.0]undec-7-ene and 0.76 g (3.0 mmol) 1-ethyl-6,7-difluoro-1,4-dihydro-4-oxo-3-quinolinecarboxylic acid was added. The mixture was refluxed overnight and the hot solution was filtered. After crystallizing at room temperature the product was filtered and washed with acetonitrile to afford 0.72 g of the title compound, mp 239°-241° C. (dec). Starting materials: CCOc1ccc(Br)c(F)c1F, C1CCOC1, Cc1ccccc1, [Cl-], [Mg], [NH4+], O=C1CCC(C2CCC3(CC2)OCCO3)CC1. Product: CCOc1ccc(C2(O)CCC(C3CCC4(CC3)OCCO4)CC2)c(F)c1F. RXN SMILES: [Br:2][c:3]1[c:4]([F:13])[c:5]([F:12])[c:6]([O:9][CH2:10][CH3:11])[cH:7][cH:8]1.[CH2:33]1[O:34][CH2:35][CH2:36][CH2:37]1.[CH3:38][c:39]1[cH:40][cH:41][cH:42][cH:43][cH:44]1.[Cl-:31].[Mg:1].[NH4+:32].[O:14]1[CH2:15][CH2:16][O:17][C:18]12[CH2:19][CH2:20][CH:21]([CH:24]1[CH2:25][CH2:26][C:27](=[O:30])[CH2:28][CH2:29]1)[CH2:22][CH2:23]2>>[c:3]1([C:27]2([OH:30])[CH2:26][CH2:25][CH:24]([CH:21]3[CH2:20][CH2:19][C:18]4([O:14][CH2:15][CH2:16][O:17]4)[CH2:23][CH2:22]3)[CH2:29][CH2:28]2)[c:4]([F:13])[c:5]([F:12])[c:6]([O:9][CH2:10][CH3:11])[cH:7][cH:8]1.